This data is from the Open Reaction Database (ORD), a public repository of structured organic reaction records. The task is: describe an organic reaction: reactants, conditions, products, and yield Product: Fc1cnc(N2CCN3CC(CCc4ccccc4)CCC3C2)nc1. Reactants: CCO, [H][H], Fc1cnc(N2CCN3CC(C=Cc4ccccc4)CCC3C2)nc1. As a reaction SMILES: [CH3:28][CH2:29][OH:30].[H:26][H:27].[c:1]1([CH:7]=[CH:8][CH:9]2[CH2:10][CH2:11][CH:12]3[N:13]([CH2:14][CH2:15][N:16]([c:18]4[n:19][cH:20][c:21]([F:24])[cH:22][n:23]4)[CH2:17]3)[CH2:25]2)[cH:2][cH:3][cH:4][cH:5][cH:6]1>>[c:1]1([CH2:7][CH2:8][CH:9]2[CH2:10][CH2:11][CH:12]3[N:13]([CH2:14][CH2:15][N:16]([c:18]4[n:19][cH:20][c:21]([F:24])[cH:22][n:23]4)[CH2:17]3)[CH2:25]2)[cH:2][cH:3][cH:4][cH:5][cH:6]1. Reactants: BrC(Br)(Br)Br, CC(=O)N1CC(CCO)c2c(C)cc(C)cc21, CC#N, c1ccc(P(c2ccccc2)c2ccccc2)cc1. Product: CC(=O)N1CC(CCBr)c2c(C)cc(C)cc21. RXN SMILES: [Br:18][C:19]([Br:20])([Br:21])[Br:22].[C:1]([CH3:2])(=[O:3])[N:4]1[CH2:5][CH:6]([CH2:15][CH2:16][OH:17])[c:7]2[c:8]([CH3:14])[cH:9][c:10]([CH3:13])[cH:11][c:12]21.[CH3:42][C:43]#[N:44].[c:23]1([P:24]([c:25]2[cH:26][cH:27][cH:28][cH:29][cH:30]2)[c:31]2[cH:32][cH:33][cH:34][cH:35][cH:36]2)[cH:37][cH:38][cH:39][cH:40][cH:41]1>>[C:1]([CH3:2])(=[O:3])[N:4]1[CH2:5][CH:6]([CH2:15][CH2:16][Br:18])[c:7]2[c:8]([CH3:14])[cH:9][c:10]([CH3:13])[cH:11][c:12]21. The reactants are BrC=1SC(=NN1)C1=CC(=C(C=C1)OC(C)C)C(F)(F)F (2-bromo-5-[4-[(1-methylethyl)oxy]-3-(trifluoromethyl)phenyl]-1,3,4-thiadiazole), C(C)C1=C(C=O)C=CC=C1B1OC(C(O1)(C)C)(C)C (2-ethyl-3-(4,4,5,5-tetramethyl-1,3,2-dioxaborolan-2-yl)benzaldehyde), P(=O)([O-])([O-])[O-].[K+].[K+].[K+] (tripotassium phosphate). Reagents/catalysts: C=1C=CC(=CC1)[P](C=2C=CC=CC2)(C=3C=CC=CC3)[Pd]([P](C=4C=CC=CC4)(C=5C=CC=CC5)C=6C=CC=CC6)([P](C=7C=CC=CC7)(C=8C=CC=CC8)C=9C=CC=CC9)[P](C=1C=CC=CC1)(C=1C=CC=CC1)C=1C=CC=CC1 (Pd(Ph3P)4). Solvent: CN(C=O)C (N,N-dimethylformamide), O (water), O (water). Reaction conditions: temperature 130 celsius. Product: C(C)C1=C(C=O)C=CC=C1C=1SC(=NN1)C1=CC(=C(C=C1)OC(C)C)C(F)(F)F (2-ethyl-3-{5-[4-[(1-methylethyl)oxy]-3-(trifluoromethyl)phenyl]-1,3,4-thiadiazol-2-yl}benzaldehyde). Isolated yield 52.7%. Reaction SMILES: Br[C:2]1[S:3][C:4]([C:7]2[CH:12]=[CH:11][C:10]([O:13][CH:14]([CH3:16])[CH3:15])=[C:9]([C:17]([F:20])([F:19])[F:18])[CH:8]=2)=[N:5][N:6]=1.[CH2:21]([C:23]1[C:30](B2OC(C)(C)C(C)(C)O2)=[CH:29][CH:28]=[CH:27][C:24]=1[CH:25]=[O:26])[CH3:22].P([O-])([O-])([O-])=O.[K+].[K+].[K+]>CN(C)C=O.O.C1C=CC([P]([Pd]([P](C2C=CC=CC=2)(C2C=CC=CC=2)C2C=CC=CC=2)([P](C2C=CC=CC=2)(C2C=CC=CC=2)C2C=CC=CC=2)[P](C2C=CC=CC=2)(C2C=CC=CC=2)C2C=CC=CC=2)(C2C=CC=CC=2)C2C=CC=CC=2)=CC=1>[CH2:21]([C:23]1[C:30]([C:2]2[S:3][C:4]([C:7]3[CH:12]=[CH:11][C:10]([O:13][CH:14]([CH3:16])[CH3:15])=[C:9]([C:17]([F:20])([F:19])[F:18])[CH:8]=3)=[N:5][N:6]=2)=[CH:29][CH:28]=[CH:27][C:24]=1[CH:25]=[O:26])[CH3:22] |f:2.3.4.5,^1:57,59,78,97|. Reported procedure: To a solution of 2-bromo-5-[4-[(1-methylethyl)oxy]-3-(trifluoromethyl)phenyl]-1,3,4-thiadiazole (D4) (100 mg), 2-ethyl-3-(4,4,5,5-tetramethyl-1,3,2-dioxaborolan-2-yl)benzaldehyde (D5) (85 mg) and tripotassium phosphate (145 mg) in N,N-dimethylformamide (DMF) (6 mL) and water (1.5 mL) stirred under nitrogen at room temperature was added Pd(Ph3P)4 (31.5 mg). The reaction vessel was sealed and heated under microwave at 130° C. for 8 min. After cooling the reaction, water was added to quench the rea...